From a dataset of the Open Reaction Database (ORD), a public repository of structured organic reaction records. describe an organic reaction: reactants, conditions, products, and yield Reactants: [Al+3], [BH4-], CCCCCCCCCCCCCCCCCC(=O)NC(C(=O)OCC)C(O)CCCCCCCCCCCCCCC, C1CCOC1, [Cl-], [Cl-], [Cl-], Cl, [Na+], O. The product is CCCCCCCCCCCCCCCCCC(=O)NC(CO)C(O)CCCCCCCCCCCCCCC. As a reaction SMILES: [Al+3:47].[BH4-:44].[C:1]([CH2:2][CH2:3][CH2:4][CH2:5][CH2:6][CH2:7][CH2:8][CH2:9][CH2:10][CH2:11][CH2:12][CH2:13][CH2:14][CH2:15][CH2:16][CH2:17][CH3:18])(=[O:19])[NH:20][CH:21]([C:22](=[O:23])[O:24][CH2:25][CH3:26])[CH:27]([CH2:28][CH2:29][CH2:30][CH2:31][CH2:32][CH2:33][CH2:34][CH2:35][CH2:36][CH2:37][CH2:38][CH2:39][CH2:40][CH2:41][CH3:42])[OH:43].[CH2:52]1[O:53][CH2:54][CH2:55][CH2:56]1.[Cl-:46].[Cl-:48].[Cl-:49].[ClH:50].[Na+:45].[OH2:51]>>[C:1]([CH2:2][CH2:3][CH2:4][CH2:5][CH2:6][CH2:7][CH2:8][CH2:9][CH2:10][CH2:11][CH2:12][CH2:13][CH2:14][CH2:15][CH2:16][CH2:17][CH3:18])(=[O:19])[NH:20][CH:21]([CH2:22][OH:23])[CH:27]([CH2:28][CH2:29][CH2:30][CH2:31][CH2:32][CH2:33][CH2:34][CH2:35][CH2:36][CH2:37][CH2:38][CH2:39][CH2:40][CH2:41][CH3:42])[OH:43]. Reactants: CC(=O)CCC=C(C)CCC=C(C)C, CC(=O)[O-], CC(=O)O, N#CCC#N, [NH4+]. Yields the product CC(C)=CCCC(C)=CCCC(C)=CC#N. As a reaction SMILES: [CH2:1]([CH:2]=[C:3]([CH3:4])[CH2:5][CH2:6][CH:7]=[C:8]([CH3:9])[CH3:10])[CH2:11][C:12]([CH3:13])=[O:14].[CH3:21][C:22](=[O:23])[O-:24].[CH3:25][C:26](=[O:27])[OH:28].[N:15]#[C:16][CH2:17][C:18]#[N:19].[NH4+:20]>>[CH2:1]([CH:2]=[C:3]([CH3:4])[CH2:5][CH2:6][CH:7]=[C:8]([CH3:9])[CH3:10])[CH2:11][C:12]([CH3:13])=[CH:17][C:16]#[N:15]. Reactants: C1(=CC=CC=C1)C(N1C2=NC=NC(=C2N=C1)N)(C1=CC=CC=C1)C1=CC=CC=C1 (9-(Triphenylmethyl)adenine), COC1=CC=C(C=C1)OCCOCCl ((2-(p-methoxyphenyloxy)ethoxy)methyl chloride), ( C8 ), hexanes EtOAc, ( C6 ), CCO (EtOH), ( C5 ), ( C4 ), ( C2 ), C1, ClCCOCN1C=NC2=NC=NC(=C12)N (7-[(2-Chloroethoxy)methy]adenine), CH2OPh. Solvent: C(Cl)Cl (CH2Cl2). Reaction conditions: time 10 hour. The product is COC1=CC=C(C=C1)OCCOCN1C=NC2=NC=NC(=C12)N (7-[(2-(p-Methoxyphenyloxy)ethoxy)methyl]adenine). Isolated yield 86.0%. RXN SMILES: C1(C(C2C=CC=CC=2)(C2C=CC=CC=2)[N:8]2[CH:16]=[N:15][C:14]3[C:9]2=[N:10][CH:11]=[N:12][C:13]=3[NH2:17])C=CC=CC=1.[CH3:30][O:31][C:32]1[CH:37]=[CH:36][C:35]([O:38][CH2:39][CH2:40][O:41][CH2:42]Cl)=[CH:34][CH:33]=1.ClCCOCN1C2C(=NC=NC=2N)N=C1.CCO>C(Cl)Cl>[CH3:30][O:31][C:32]1[CH:37]=[CH:36][C:35]([O:38][CH2:39][CH2:40][O:41][CH2:42][N:15]2[C:14]3[C:9](=[N:10][CH:11]=[N:12][C:13]=3[NH2:17])[N:8]=[CH:16]2)=[CH:34][CH:33]=1. Procedure: After 10 h, compound 13 (2.79 g, 8.86 mmol) was synthesized in 86% yield from 11 (3.90 g, 10.3 mmol) and (2-(p-methoxyphenyloxy)ethoxy)methyl chloride (2.25 g, 10.4 mmol) in CH2Cl2 (100 mL) by the method used for the synthesis of 12: mp 129-130° C.; Rf(hexanes/EtOAc=1:2) 0.21; UV (EtOH) λmax 270 (ε 15,100); 1H NMR (CD3OD) δ 3.68 (s, 3 H, OCH3), 4.04 (br s, 4 H, O(CH2)2O), 5.83 (s, 2 H, H2C1′), 6.58, 6.68 (AA′BB′, J=9.0 Hz, 4 H, C6H4), 8.29 (s, 1 H, HC2), 8.61 (s,1 H, HC8); 13C NMR (CD3OD) δ 56.0... Reactants: CO, CN(C)CC1CCCC=C1c1cccnc1, Cl. Product: CN(C)CC1CCCCC1c1cccnc1, Cl. RXN SMILES: [CH3:18][OH:19].[CH3:2][N:3]([CH2:4][CH:5]1[C:6]([c:11]2[cH:12][n:13][cH:14][cH:15][cH:16]2)=[CH:7][CH2:8][CH2:9][CH2:10]1)[CH3:17].[ClH:1]>>[CH3:2][N:3]([CH2:4][CH:5]1[CH:6]([c:11]2[cH:12][n:13][cH:14][cH:15][cH:16]2)[CH2:7][CH2:8][CH2:9][CH2:10]1)[CH3:17].[ClH:1].